describe an organic reaction: reactants, conditions, products, and yield From a dataset of the Open Reaction Database (ORD), a public repository of structured organic reaction records. Reactants: C(C1=CC=CC=C1)N (benzylamine), N1CCC(CC1)COC1=C2C(=NC(=NC2=CC=C1)N)N (5-(piperidin-4-ylmethoxy)quinazoline-2,4-diamine), ClC1=CC=C(CBr)C=C1 (4-chlorobenzyl bromide), Cl (HCl), O1CCOCC1 (dioxane). The product is Cl.ClC1=CC=C(CN2CCC(CC2)COC2=C3C(=NC(=NC3=CC=C2)N)N)C=C1 (5-[1-(4-Chlorobenzyl)piperidin-4-ylmethoxy]quinazoline-2,4-diamine hydrochloride). Yield: 56.0%. As a reaction SMILES: C(N)C1C=CC=CC=1.[NH:9]1[CH2:14][CH2:13][CH:12]([CH2:15][O:16][C:17]2[CH:26]=[CH:25][CH:24]=[C:23]3[C:18]=2[C:19]([NH2:28])=[N:20][C:21]([NH2:27])=[N:22]3)[CH2:11][CH2:10]1.[Cl:29][C:30]1[CH:37]=[CH:36][C:33]([CH2:34]Br)=[CH:32][CH:31]=1.Cl.O1CCOCC1>>[ClH:29].[Cl:29][C:30]1[CH:37]=[CH:36][C:33]([CH2:34][N:9]2[CH2:14][CH2:13][CH:12]([CH2:15][O:16][C:17]3[CH:26]=[CH:25][CH:24]=[C:23]4[C:18]=3[C:19]([NH2:28])=[N:20][C:21]([NH2:27])=[N:22]4)[CH2:11][CH2:10]2)=[CH:32][CH:31]=1 |f:5.6|. Reported procedure: The benzylamine was obtained by reacting 5-(piperidin-4-ylmethoxy)quinazoline-2,4-diamine (75 mg; 0.27 mmol) and 4-chlorobenzyl bromide (66 mg; 0.32 mmol) via Method BB to a solid, which was stirred in the presence of 4M HCl in dioxane (4 eq). Solids were filtered and rinsed once with ether to give title compound. (66 mg; 56% yield). 1HNMR (400 MHz, DMSO-d6) δ 12.9 (s, 1H), 11.3 (s, 1H), 8.82 (s, 1H), 8.23 (s, 1H), 7.7 (m, 4H), 7.52 (d, J=6.8 Hz, 2H), 7.02 (m, 2H), 4.66 (br s, 3H), 4.26 (d, J=4.... The reactants are ClC1=CC=C(C=C1)C(=O)NC1=CC(=C(C=C1)C=1C(=NNC1C)C(F)(F)F)[N+](=O)[O-] ((4-Chlorophenyl)-N-{4-[5-methyl-3-(trifluoromethyl)pyrazolyl]-3-nitrophenyl}carboxamide), Cl[Sn]Cl (SnCl2), Cl (HCl). The solvent is CCO (EtOH). Product: NC=1C=C(C=CC1C=1C(=NNC1C)C(F)(F)F)NC(=O)C1=CC=C(C=C1)Cl (N-{3-amino-4-[5-methyl-3-(trifluoromethyl)pyrazolyl]phenyl}(4-chlorophenyl)carboxamide). Yield: 48.0%. RXN SMILES: [Cl:1][C:2]1[CH:7]=[CH:6][C:5]([C:8]([NH:10][C:11]2[CH:16]=[CH:15][C:14]([C:17]3[C:18]([C:23]([F:26])([F:25])[F:24])=[N:19][NH:20][C:21]=3[CH3:22])=[C:13]([N+:27]([O-])=O)[CH:12]=2)=[O:9])=[CH:4][CH:3]=1.Cl[Sn]Cl.Cl>CCO>[NH2:27][C:13]1[CH:12]=[C:11]([NH:10][C:8]([C:5]2[CH:4]=[CH:3][C:2]([Cl:1])=[CH:7][CH:6]=2)=[O:9])[CH:16]=[CH:15][C:14]=1[C:17]1[C:18]([C:23]([F:26])([F:24])[F:25])=[N:19][NH:20][C:21]=1[CH3:22]. Reported procedure: The mixture of 23 (340 mg, 1.24 mmol), SnCl2 2H2O (902 mg, 6.22 mmol), HCl (0.33 mL) in EtOH (50 mL) stirred at reflux under a N2 atmosphere for 1 h. The solvent was removed under vacuo, washed with NaOH to PH=14, extracted with CH2Cl2, dried over Na2SO4 and purified by column chromatography to give 24 (235 mg, 75% yield). 1H NMR (CDCl3, 300 MHz): δ=2.37 (s, 3H), 3.89 (s, 2H), 6.59 (s, 1H), 6.76-6.79 (m, 1H), 7.13 (d, 1H), 7.46-7.49 (m, 2H), 7.53 (d, 1H), 7.73 (s, 1H), 7.79-7.81 (m, 2H). LC-MS: ... Reactants: NC=1C=C(C=CC1)C(C)=O (3′-aminoacetophenone), C1(=CC=C(C=C1)S(=O)(=O)[O-])C.C(C1=CC=CC=C1)N1[CH2+](SC(C1=O)=C1SC2=C(N1C)C=C(C=C2)OCCOC)SC (3-benzyl-5-[5-(2-methoxyethoxy)-3-methylbenzothiazol-2-ylidene]-2-methylthio-4-oxo-2-thiazolium p-toluenesulfonate). Product: C(C)(=O)C=1C=C(C=CC1)N=C1SC(C(N1CC1=CC=CC=C1)=O)=C1SC2=C(N1C)C=C(C=C2)OCCOC (2-(3-acetylphenylimino)-3-benzyl-5-[5-(2-methoxyethoxy)-3-methyl-3H-benzothiazol-2-ylidene]thiazolidin-4-one). As a reaction SMILES: [NH2:1][C:2]1[CH:3]=[C:4]([C:8](=[O:10])[CH3:9])[CH:5]=[CH:6][CH:7]=1.C1(C)C=CC(S([O-])(=O)=O)=CC=1.[CH2:22]([N:29]1[C:33](=[O:34])[C:32](=[C:35]2[N:39]([CH3:40])[C:38]3[CH:41]=[C:42]([O:45][CH2:46][CH2:47][O:48][CH3:49])[CH:43]=[CH:44][C:37]=3[S:36]2)[S:31][CH2+:30]1SC)[C:23]1[CH:28]=[CH:27][CH:26]=[CH:25][CH:24]=1>>[C:8]([C:4]1[CH:3]=[C:2]([N:1]=[C:30]2[N:29]([CH2:22][C:23]3[CH:28]=[CH:27][CH:26]=[CH:25][CH:24]=3)[C:33](=[O:34])[C:32](=[C:35]3[N:39]([CH3:40])[C:38]4[CH:41]=[C:42]([O:45][CH2:46][CH2:47][O:48][CH3:49])[CH:43]=[CH:44][C:37]=4[S:36]3)[S:31]2)[CH:7]=[CH:6][CH:5]=1)(=[O:10])[CH3:9] |f:1.2|. Procedure: The title compound was synthesized in a manner similar to that described in Example 146 by condensing 3′-aminoacetophenone with 3-benzyl-5-[5-(2-methoxyethoxy)-3-methylbenzothiazol-2-ylidene]-2-methylthio-4-oxo-2-thiazolium p-toluenesulfonate. 1H-NMR (CDCl3): δ 7.75 (1H, d), 7.60–7.64 (3H, m), 7.28–7.50 (6H, m), 7.24 (1H, d), 6.85 (1H, m), 5.21 (2H, s), 4.18 (2H, m), 3.80 (2H, m), 3.70 (3H, s), 3.48 (3H, s), 2.65 (3H, s); MS(ESI): 546(MH+). Reactants: O=C1OC(=C(C2=CC=CC=C12)C1=CC=CC=C1)C(C)NC(OC(C)(C)C)=O (tert-butyl 1-(1-oxo-4-phenyl-1H-isochromen-3-yl)ethylcarbamate), O=C1OC(=C(C2=CC=CC=C12)C1=CC=CC=C1)C(C)NC(OC(C)(C)C)=O (tert-butyl 1-(1-oxo-4-phenyl-1H-isochromen-3-yl)ethylcarbamate), ClC1=C2C(=NC=N1)NN=C2 (4-chloro-1H-pyrazolo[3,4-d]pyrimidine), CCN(C(C)C)C(C)C (DIEA). The solvent is C(C)(C)(C)O (tert-butanol). Yields the product N1N=CC=2C1=NC=NC2NC(C)C=2OC(C1=CC=CC=C1C2C2=CC=CC=C2)=O (3-(1-(1H-pyrazolo[3,4-d]pyrimidin-4-ylamino)ethyl)-4-phenyl-1H-isochromen-1-one). Isolated yield 55.6%. Reaction SMILES: [O:1]=[C:2]1[C:11]2[C:6](=[CH:7][CH:8]=[CH:9][CH:10]=2)[C:5]([C:12]2[CH:17]=[CH:16][CH:15]=[CH:14][CH:13]=2)=[C:4]([CH:18]([NH:20]C(=O)OC(C)(C)C)[CH3:19])[O:3]1.Cl[C:29]1[N:34]=[CH:33][N:32]=[C:31]2[NH:35][N:36]=[CH:37][C:30]=12.CCN(C(C)C)C(C)C>C(O)(C)(C)C>[NH:35]1[C:31]2=[N:32][CH:33]=[N:34][C:29]([NH:20][CH:18]([C:4]3[O:3][C:2](=[O:1])[C:11]4[C:6]([C:5]=3[C:12]3[CH:17]=[CH:16][CH:15]=[CH:14][CH:13]=3)=[CH:7][CH:8]=[CH:9][CH:10]=4)[CH3:19])=[C:30]2[CH:37]=[N:36]1. Procedure details: 3-(1-aminoethyl)-4-phenyl-1H-isochromen-1-one hydrochloride (Intermediate E1, 141 mg, 0.136 mmol), 4-chloro-1H-pyrazolo[3,4-d]pyrimidine (42.0 mg, 0.272 mmol) and DIEA (95 μL, 0.543 mmol) were stirred at 80° C. for 3 hrs in tert-butanol (800 μL). The reaction was quenched by the addition of 1 mL of 1M HClaqueous and the resulting crude was straightforward purified via reverse phase chromatography using a Biotage C18 30 g SNAP with a gradient of water and acetonitrile to give the title compound (... Yields the product CCOc1ccc(C(=O)OC)c(S(N)(=O)=O)c1. Reactants: ClCCl, CCOc1ccc(C(=O)OC)c(S(=O)(=O)Cl)c1, N, O. As a reaction SMILES: [Cl:20][CH2:21][Cl:22].[Cl:2][S:3](=[O:4])(=[O:5])[c:6]1[c:7]([C:8](=[O:9])[O:10][CH3:11])[cH:12][cH:13][c:14]([O:16][CH2:17][CH3:18])[cH:15]1.[NH3:1].[OH2:19]>>[NH2:1][S:3](=[O:4])(=[O:5])[c:6]1[c:7]([C:8](=[O:9])[O:10][CH3:11])[cH:12][cH:13][c:14]([O:16][CH2:17][CH3:18])[cH:15]1. The reactants are [Al+3], COC(=O)c1cn(-c2cc(OC)cc(OC)c2)nc1C, [H-], [H-], [H-], [H-], [Li+], C1CCOC1. Product: COc1cc(OC)cc(-n2cc(CO)c(C)n2)c1. RXN SMILES: [Al+3:22].[CH3:1][O:2][c:3]1[cH:4][c:5](-[n:11]2[n:12][c:13]([CH3:20])[c:14]([C:16](=[O:17])[O:18][CH3:19])[cH:15]2)[cH:6][c:7]([O:9][CH3:10])[cH:8]1.[H-:21].[H-:24].[H-:25].[H-:26].[Li+:23].[O:27]1[CH2:28][CH2:29][CH2:30][CH2:31]1>>[CH3:1][O:2][c:3]1[cH:4][c:5](-[n:11]2[n:12][c:13]([CH3:20])[c:14]([CH2:16][OH:17])[cH:15]2)[cH:6][c:7]([O:9][CH3:10])[cH:8]1. Starting materials: NC1=NN(C=C1C(=O)OCC[Si](C)(C)C)C1=CC=CC=C1 (2-(trimethylsilyl)ethyl 3-amino-1-phenylpyrazol-4-carboxylate), N1=CC=CC=C1 (pyridine), C(=O)(Cl)Cl (phosgene), C1(=CC=CC=C1)C=1C=CC2=C(C=C(O2)CO)C1 ((5-Phenyl-benzofuran-2-yl)-methanol). The reagents and catalysts are CN(C)C=1C=CN=CC1 (DMAP). Solvent: C1(=CC=CC=C1)C (toluene), C1(=CC=CC=C1)C (toluene), C1(=CC=CC=C1)C (toluene). Run at temperature 90 celsius. Yields the product C[Si](C)(C)CCOC(=O)C=1C(=NN(C1)C1=CC=CC=C1)NC(=O)OCC=1OC2=C(C1)C=C(C=C2)C2=CC=CC=C2 (1-phenyl-3-(5-phenyl-benzofuran-2-ylmethoxycarbonylamino)-1H-pyrazole-4-carboxylic acid trimethylsilylethyl ester). Reaction SMILES: [NH2:1][C:2]1[C:6]([C:7]([O:9][CH2:10][CH2:11][Si:12]([CH3:15])([CH3:14])[CH3:13])=[O:8])=[CH:5][N:4]([C:16]2[CH:21]=[CH:20][CH:19]=[CH:18][CH:17]=2)[N:3]=1.N1C=CC=CC=1.[C:28](Cl)(Cl)=[O:29].[C:32]1([C:38]2[CH:39]=[CH:40][C:41]3[O:45][C:44]([CH2:46][OH:47])=[CH:43][C:42]=3[CH:48]=2)[CH:37]=[CH:36][CH:35]=[CH:34][CH:33]=1>C1(C)C=CC=CC=1.CN(C1C=CN=CC=1)C>[CH3:13][Si:12]([CH2:11][CH2:10][O:9][C:7]([C:6]1[C:2]([NH:1][C:28]([O:47][CH2:46][C:44]2[O:45][C:41]3[CH:40]=[CH:39][C:38]([C:32]4[CH:33]=[CH:34][CH:35]=[CH:36][CH:37]=4)=[CH:48][C:42]=3[CH:43]=2)=[O:29])=[N:3][N:4]([C:16]2[CH:17]=[CH:18][CH:19]=[CH:20][CH:21]=2)[CH:5]=1)=[O:8])([CH3:15])[CH3:14]. Procedure details: To a solution of 2-(trimethylsilyl)ethyl 3-amino-1-phenylpyrazol-4-carboxylate (967 mg, 3.1 mmol) in 11 ml dry toluene and pyridine (504 mg, 0.52 mL, 6.3 mmol) was added a phosgene solution (2.4 mL of a 1.93M toluene solution, 4.62 mmol) under nitrogen. A white precipitate formed immediately, and the mixture was heated at 90° C. for 30 min. The reaction mixture was cooled to room temperature, and filtered. The filtrate was taken to dryness. (5-Phenyl-benzofuran-2-yl)-methanol 1 (556 mg, 2.48 mmo... Starting materials: ice water, [OH-].[K+] (KOH), NC1=CC=C(C=C1)O (4-aminophenol), C(C)(C)(C)C1=NN=C(O1)S(=O)(=O)C (5-tert-butyl-2-methylsulfonyl-1,3,4-oxadiazole). Solvent: CS(=O)C (dimethyl sulfoxide). Conditions: time 15 minute. Yields the product C(C)(C)(C)C1=NN=C(O1)OC1=CC=C(C=C1)N (5-tert-butyl-2-(4-aminophenoxy)-1,3,4-oxadiazole). RXN SMILES: [OH-].[K+].[NH2:3][C:4]1[CH:9]=[CH:8][C:7]([OH:10])=[CH:6][CH:5]=1.[C:11]([C:15]1[O:19][C:18](S(C)(=O)=O)=[N:17][N:16]=1)([CH3:14])([CH3:13])[CH3:12]>CS(C)=O>[C:11]([C:15]1[O:19][C:18]([O:10][C:7]2[CH:8]=[CH:9][C:4]([NH2:3])=[CH:5][CH:6]=2)=[N:17][N:16]=1)([CH3:14])([CH3:13])[CH3:12] |f:0.1|. Procedure details: 7.3 g of pulverised KOH are added to 10.9 g of 4-aminophenol in 100 ml of dimethyl sulfoxide, and the mixture is stirred for 15 minutes. Then 20.4 g of 5-tert-butyl-2-methylsulfonyl-1,3,4-oxadiazole are added, the reaction mixture is stirred for 12 hours at room temperature and poured into ice water. The mixture is extracted with diethyl ether and the combined extracts are dried and concentrated by evaporation. Petroleum ether is added to the oily residue, whereupon the product crystallises. The... Reactants: Cl.FC1=CC(=C(C=C1)NC=1C2=C(N=CN1)SC(=C2C)C(=O)N)O[C@H]2CNCC2 (4-[4-fluoro-2-((R)-pyrrolidin-3-yloxy)-phenylamino]-5-methyl-thieno[2,3-d]pyrimidine-6-carboxylic acid amide hydrochloride), C(C)(=O)OC(C)=O (acetic anhydride). Product: C(C)(=O)N1C[C@@H](CC1)OC1=C(C=CC(=C1)F)NC=1C2=C(N=CN1)SC(=C2C)C(=O)N (4-[2-((R)-1-Acetyl-pyrrolidin-3-yloxy)-4-fluoro-phenylamino]-5-methyl-thieno[2,3-d]pyrimidine-6-carboxylic acid amide). Reaction SMILES: Cl.[F:2][C:3]1[CH:8]=[CH:7][C:6]([NH:9][C:10]2[C:11]3[C:18]([CH3:19])=[C:17]([C:20]([NH2:22])=[O:21])[S:16][C:12]=3[N:13]=[CH:14][N:15]=2)=[C:5]([O:23][C@@H:24]2[CH2:28][CH2:27][NH:26][CH2:25]2)[CH:4]=1.[C:29](OC(=O)C)(=[O:31])[CH3:30]>>[C:29]([N:26]1[CH2:27][CH2:28][C@@H:24]([O:23][C:5]2[CH:4]=[C:3]([F:2])[CH:8]=[CH:7][C:6]=2[NH:9][C:10]2[C:11]3[C:18]([CH3:19])=[C:17]([C:20]([NH2:22])=[O:21])[S:16][C:12]=3[N:13]=[CH:14][N:15]=2)[CH2:25]1)(=[O:31])[CH3:30] |f:0.1|. Reported procedure: Prepared analogously to example 99.4 from 4-[4-fluoro-2-((R)-pyrrolidin-3-yloxy)-phenylamino]-5-methyl-thieno[2,3-d]pyrimidine-6-carboxylic acid amide hydrochloride and acetic anhydride. Starting materials: C1(CCCC1)OC=1C=C(C=CC1OC)/C=C(/C(=O)O)\C ((E)-3-(3-cyclopentoxy-4-methoxyphenyl)-2-methyl-prop-2-enoic acid), OS(=O)(=O)O (H2SO4), CO (methanol). The product is COC(\C(=C\C1=CC(=C(C=C1)OC)OC1CCCC1)\C)=O ((E)-methyl-3-(3-cyclopentoxy-4-methoxyphenyl)-2-methyl-prop-2-en-oate). The yield is 96.0%. Reaction SMILES: [CH:1]1([O:6][C:7]2[CH:8]=[C:9](/[CH:15]=[C:16](\[CH3:20])/[C:17]([OH:19])=[O:18])[CH:10]=[CH:11][C:12]=2[O:13][CH3:14])[CH2:5][CH2:4][CH2:3][CH2:2]1.OS(O)(=O)=O.[CH3:26]O>>[CH3:26][O:18][C:17](=[O:19])/[C:16](/[CH3:20])=[CH:15]/[C:9]1[CH:10]=[CH:11][C:12]([O:13][CH3:14])=[C:7]([O:6][CH:1]2[CH2:2][CH2:3][CH2:4][CH2:5]2)[CH:8]=1. Reported procedure: The carboxylic acid thus obtained (610 mg, 2.2 mmol) was dissolved in 10 mL of methanol and 3 drops of con. H2SO4 was added. The resulting solution was heated to reflux for 20 hr, cooled to room temperature, and partitioned between sat. NaHCO3 and CH2Cl2. The aqueous layer was extracted with CH2Cl2 (2×) and the combined organic layers were dried (MgSO4), filtered, and concentrated under reduced pressure to an oil. Silica gel chromatography (4:1, hexanes:ethyl acetate) afforded (E)-methyl-3-(3-cy...